From a dataset of the Open Reaction Database (ORD), a public repository of structured organic reaction records. describe an organic reaction: reactants, conditions, products, and yield Reactants: C(C)OC(=O)[C@H](CCC1=CC=CC=C1)N[C@@H](C)C(=O)O (N-[1(S)-ethoxycarbonyl-3-phenylpropyl]-L-alanine), ClC(Cl)(Cl)OC(=O)Cl (trichloromethylchloroformate), ClCCl (dichloromethane), four, C(=O)OC(Cl)(Cl)Cl (trichloromethyl formate). Product: C(C)O[C@@H](CC(C1=CC=CC=C1)=C=O)N[C@@H](C)C(=O)O (N-[1(S)-ethoxy-carbonyl-3-phenylpropyl]-L-alanine). RXN SMILES: C(OC([C@@H:6]([NH:15][C@H:16]([C:18]([OH:20])=[O:19])[CH3:17])[CH2:7][CH2:8][C:9]1[CH:14]=[CH:13][CH:12]=[CH:11][CH:10]=1)=O)C.ClC(O[C:26](Cl)=[O:27])(Cl)Cl.C([O:31][C:32](Cl)(Cl)Cl)=O.Cl[CH2:37]Cl>>[CH2:32]([O:31][C@H:6]([NH:15][C@H:16]([C:18]([OH:20])=[O:19])[CH3:17])[CH2:7][C:8](=[C:26]=[O:27])[C:9]1[CH:10]=[CH:11][CH:12]=[CH:13][CH:14]=1)[CH3:37]. Reported procedure: A 2 l four neck round bottom flask equipped with a reflux condenser was charged with 25 g (89.6 mmol) of N-[1(S)-ethoxycarbonyl-3-phenylpropyl]-L-alanine, 500 mg of active carbon and 500 ml of dry dichloromethane, to which 16 g of trichloromethylchloroformate was added through a dropping funnel at room temperature for about 20 minutes with stirring, and the mixture was heated under reflux on the oil bath for 5 hours. After further adding 16 g of trichloromethyl formate dropwise, the mixture was ... Reaction SMILES: [C:1](=[O:2])([O-:3])[O-:4].[C:7](=[O:8])([CH3:9])[O:10][c:11]1[c:12]([O:35][CH3:36])[cH:13][c:14]([CH:15]=[CH:16][C:17](=[O:18])[NH:19][CH:20]2[CH2:21][CH2:22][C:23]([C:26](=[O:27])[O:28][CH2:29][CH:30]=[CH2:31])([CH3:32])[CH2:24][CH2:25]2)[cH:33][cH:34]1.[CH3:38][OH:39].[ClH:37].[K+:5].[K+:6]>>[OH:10][c:11]1[c:12]([O:35][CH3:36])[cH:13][c:14]([CH:15]=[CH:16][C:17](=[O:18])[NH:19][CH:20]2[CH2:21][CH2:22][C:23]([C:26](=[O:27])[O:28][CH2:29][CH:30]=[CH2:31])([CH3:32])[CH2:24][CH2:25]2)[cH:33][cH:34]1. Product: C=CCOC(=O)C1(C)CCC(NC(=O)C=Cc2ccc(O)c(OC)c2)CC1. Starting materials: O=C([O-])[O-], C=CCOC(=O)C1(C)CCC(NC(=O)C=Cc2ccc(OC(C)=O)c(OC)c2)CC1, CO, Cl, [K+], [K+]. Reactants: C(C)(C)N(CCN1C(=O)/C(/C2=CC=CC=C12)=N/NC(=O)N)C(C)C ((E)-1-(2-diisopropylaminoethyl)isatin 3-semicarbazone), C1(=CC=CC=C1)C (toluene). Solvent: CN(C=O)C (N,N-dimethylformamide). Reaction conditions: temperature 120 celsius, time 3 hour. Yields the product C(C)(C)N(CCN1C(=O)\C(\C2=CC=CC=C12)=N/NC(=O)N)C(C)C ((Z)-1-(2-diisopropylaminoethyl)isatin 3-semicarbazone). Reaction SMILES: [CH:1]([N:4]([CH:22]([CH3:24])[CH3:23])[CH2:5][CH2:6][N:7]1[C:16]2[C:11](=[CH:12][CH:13]=[CH:14][CH:15]=2)/[C:10](=[N:17]\[NH:18][C:19]([NH2:21])=[O:20])/[C:8]1=[O:9])([CH3:3])[CH3:2].C1(C)C=CC=CC=1>CN(C)C=O>[CH:22]([N:4]([CH:1]([CH3:3])[CH3:2])[CH2:5][CH2:6][N:7]1[C:16]2[C:11](=[CH:12][CH:13]=[CH:14][CH:15]=2)/[C:10](=[N:17]/[NH:18][C:19]([NH2:21])=[O:20])/[C:8]1=[O:9])([CH3:24])[CH3:23]. Procedure details: 1.10 Grams of (E)-1-(2-diisopropylaminoethyl)isatin 3-semicarbazone was suspended in a mixture of ml of dry toluene and 20 ml of dry N,N-dimethylformamide, and the suspension was stirred for 3 hours at 120° C. The reaction mixture was concentrated under reduced pressure, and the residue was dissolved in dichloromethane. The solution was washed with water, dried over anhydrous magnesium sulfate, and concentrated under reduced pressure. The residue was recrystallized from benzene-hexane to obtain ... Reactants: CC(C)O, ClC1=NCCN1, COc1ccc(C(=O)NCc2ccc(N)cc2)cc1, O=S(=O)(O)O. Yields the product COc1ccc(C(=O)NCc2ccc(NC3=NCCN3)cc2)cc1. RXN SMILES: [CH3:31][CH:32]([OH:33])[CH3:34].[Cl:25][C:26]1=[N:30][CH2:29][CH2:28][NH:27]1.[NH2:1][c:2]1[cH:3][cH:4][c:5]([CH2:6][NH:7][C:8]([c:9]2[cH:10][cH:11][c:12]([O:15][CH3:16])[cH:13][cH:14]2)=[O:17])[cH:18][cH:19]1.[S:20]([OH:21])([OH:22])(=[O:23])=[O:24]>>[NH:1]([c:2]1[cH:3][cH:4][c:5]([CH2:6][NH:7][C:8]([c:9]2[cH:10][cH:11][c:12]([O:15][CH3:16])[cH:13][cH:14]2)=[O:17])[cH:18][cH:19]1)[C:26]1=[N:27][CH2:28][CH2:29][NH:30]1. Starting materials: CC(=O)OC(C)=O, CC(=O)O, CCOC(=O)C(C)(O)c1ccc2cc(OC)ccc2c1. The product is C=C(C(=O)OCC)c1ccc2cc(OC)ccc2c1. As a reaction SMILES: [CH3:21][C:22]([O:23][C:24](=[O:25])[CH3:26])=[O:27].[CH3:28][C:29](=[O:30])[OH:31].[OH:1][C:2]([C:3](=[O:4])[O:5][CH2:6][CH3:7])([CH3:8])[c:9]1[cH:10][c:11]2[cH:12][cH:13][c:14]([O:19][CH3:20])[cH:15][c:16]2[cH:17][cH:18]1>>[C:2]([C:3](=[O:4])[O:5][CH2:6][CH3:7])(=[CH2:8])[c:9]1[cH:10][c:11]2[cH:12][cH:13][c:14]([O:19][CH3:20])[cH:15][c:16]2[cH:17][cH:18]1.